From a dataset of the Open Reaction Database (ORD), a public repository of structured organic reaction records. describe an organic reaction: reactants, conditions, products, and yield Yields the product C=CN(C=O)CCC(=O)NCCCCCO. As a reaction SMILES: [CH3:19][O-:20].[CH3:22][OH:23].[CH:1](=[CH2:2])[N:3]([CH:4]=[O:5])[CH2:6][CH2:7][C:8]([O:10][CH3:9])=[O:11].[NH2:12][CH2:13][CH2:14][CH2:15][CH2:16][CH2:17][OH:18].[Na+:21]>>[CH:1](=[CH2:2])[N:3]([CH:4]=[O:5])[CH2:6][CH2:7][C:8](=[O:10])[NH:12][CH2:13][CH2:14][CH2:15][CH2:16][CH2:17][OH:18]. Starting materials: C[O-], CO, C=CN(C=O)CCC(=O)OC, NCCCCCO, [Na+].